This data is from the Open Reaction Database (ORD), a public repository of structured organic reaction records. The task is: describe an organic reaction: reactants, conditions, products, and yield The reactants are C(#N)C=1C(=NSC1S)S.[Na].[Na] (disodium 4-cyano-3,5-dimercaptoisothiazole), Cl.ClCC(=N)N (α-chloroacetamidine hydrochloride). Run in C(C)O (ethanol). Run at time 2 hour. Product: C(N)(=N)CSC1=NSC(=C1C#N)S (3-amidinomethylthio-4-cyano-5-mercaptoisothiazole). The yield is 54.0%. Reaction SMILES: [C:1]([C:3]1[C:4]([SH:9])=[N:5][S:6][C:7]=1[SH:8])#[N:2].[Na].[Na].Cl.Cl[CH2:14][C:15]([NH2:17])=[NH:16]>C(O)C>[C:15]([CH2:14][S:9][C:4]1[C:3]([C:1]#[N:2])=[C:7]([SH:8])[S:6][N:5]=1)(=[NH:16])[NH2:17] |f:0.1.2,3.4,^1:9,10|. Procedure: In 40 ml of 50% aqueous ethanol was dissolved 2.18 g of disodium 4-cyano-3,5-dimercaptoisothiazole, to which 1.29 g of α-chloroacetamidine hydrochloride was added. The mixture was stirred for 2 hours, concentrated under reduced pressure, diluted with water and adjusted to pH 5.2. The precipitating crystals were collected by filtration and washed with water and then ethanol to give 1.23 g of 3-amidinomethylthio-4-cyano-5-mercaptoisothiazole as gray crystals (mp 198°-201° C., decomp.). Starting materials: CCOC(=O)/N=N/C(=O)OCC (diethylazo dicarboxylate), C(CC)C=1C=NC(=NC1)N1[C@@H](C[C@H](C1)SC(C1=CC=CC=C1)(C1=CC=CC=C1)C1=CC=CC=C1)CO ((2S,4R)-[1-(5-Propyl-pyrimidin-2-yl)-4-tritylsulfanyl-pyrrolidin-2-yl]-methanol), C1(=CC=CC=C1)P(C1=CC=CC=C1)C1=CC=CC=C1 (triphenyl phosphine), C1(C=2C(C(N1)=O)=CC=CC2)=O (phthalimide). The solvent is C1CCOC1 (THF), C1CCOC1 (THF), O (H2O). Conditions: temperature 0 celsius. Yields the product C(CC)C=1C=NC(=NC1)N1[C@@H](C[C@H](C1)SC(C1=CC=CC=C1)(C1=CC=CC=C1)C1=CC=CC=C1)CN1C(C2=CC=CC=C2C1=O)=O ((2S,4R)-2-[1-(5-Propyl-pyrimidin-2-yl)-4-tritylsulfanyl-pyrrolidin-2-ylmethyl]-isoindole-1,3-dione). The yield is 96.0%. Reaction SMILES: [CH2:1]([C:4]1[CH:5]=[N:6][C:7]([N:10]2[CH2:14][C@H:13]([S:15][C:16]([C:29]3[CH:34]=[CH:33][CH:32]=[CH:31][CH:30]=3)([C:23]3[CH:28]=[CH:27][CH:26]=[CH:25][CH:24]=3)[C:17]3[CH:22]=[CH:21][CH:20]=[CH:19][CH:18]=3)[CH2:12][C@H:11]2[CH2:35]O)=[N:8][CH:9]=1)[CH2:2][CH3:3].C1(P(C2C=CC=CC=2)C2C=CC=CC=2)C=CC=CC=1.[C:56]1(=[O:66])[NH:60][C:59](=[O:61])[C:58]2=[CH:62][CH:63]=[CH:64][CH:65]=[C:57]12.CCOC(/N=N/C(OCC)=O)=O>C1COCC1.O>[CH2:1]([C:4]1[CH:5]=[N:6][C:7]([N:10]2[CH2:14][C@H:13]([S:15][C:16]([C:29]3[CH:34]=[CH:33][CH:32]=[CH:31][CH:30]=3)([C:23]3[CH:24]=[CH:25][CH:26]=[CH:27][CH:28]=3)[C:17]3[CH:22]=[CH:21][CH:20]=[CH:19][CH:18]=3)[CH2:12][C@H:11]2[CH2:35][N:60]2[C:56](=[O:66])[C:57]3[C:58](=[CH:62][CH:63]=[CH:64][CH:65]=3)[C:59]2=[O:61])=[N:8][CH:9]=1)[CH2:2][CH3:3]. Reported procedure: 1.0 g (2.0 mmol) (2S,4R)-[1-(5-Propyl-pyrimidin-2-yl)-4-tritylsulfanyl-pyrrolidin-2-yl]-methanol in 15 ml THF were treated with 764 mg (2.82 mmol) triphenyl phosphine and 420 mg (2.82 mmol) phthalimide at RT. The solution was cooled to 0° C. and 615 μl (3.83 mmol) diethylazo dicarboxylate in 3 ml THF were added. The solution was stirred at RT over night, H2O was added and the inorganic layer was extracted with ETOAc. The combined layers were washed with 1M NaOH, sat. NaHCO3 solution and brine, a... Reactants: CO, CCOC(C)=O, CCC(NC(=O)OC(C)(C)C)C(=O)NCc1cc(Cl)ccc1-n1cnnn1, Cl, Cl, C1COCCO1, C1COCCO1. The product is CCC(N)C(=O)NCc1cc(Cl)ccc1-n1cnnn1. As a reaction SMILES: [CH3:29][OH:30].[CH3:38][CH2:39][O:40][C:41]([CH3:42])=[O:43].[Cl:1][c:2]1[cH:3][cH:4][c:5](-[n:23]2[n:24][n:25][n:26][cH:27]2)[c:6]([CH2:7][NH:8][C:9](=[O:10])[CH:11]([CH2:12][CH3:13])[NH:14][C:15](=[O:16])[O:17][C:18]([CH3:19])([CH3:20])[CH3:21])[cH:22]1.[ClH:28].[ClH:31].[O:32]1[CH2:33][CH2:34][O:35][CH2:36][CH2:37]1.[O:44]1[CH2:45][CH2:46][O:47][CH2:48][CH2:49]1>>[Cl:1][c:2]1[cH:3][cH:4][c:5](-[n:23]2[n:24][n:25][n:26][cH:27]2)[c:6]([CH2:7][NH:8][C:9](=[O:10])[CH:11]([CH2:12][CH3:13])[NH2:14])[cH:22]1.